From a dataset of the Open Reaction Database (ORD), a public repository of structured organic reaction records. describe an organic reaction: reactants, conditions, products, and yield Reactants: C1(CCCCC1)C(=O)Cl (Cyclohexanecarbonyl chloride), C(C)(C)(C)OC(CN1C(=NC2=C1C=CC(=C2)NCC2=CC=CC=C2)CCC)=O ((5-benzylamino-2-propyl-benzoimidazol-1-yl)-acetic acid tert-butyl ester), CCN(C(C)C)C(C)C (DIEA). Reagents/catalysts: CN(C)C=1C=CN=CC1 (DMAP). Solvent: C(Cl)Cl (CH2Cl2), Cl (HCl). Reaction conditions: time 8 hour. Product: C(C)(C)(C)OC(CN1C(=NC2=C1C=CC(=C2)N(C(=O)C2CCCCC2)CC2=CC=CC=C2)CCC)=O ([5-(Benzyl-cyclohexanecarbonyl-amino)-2-propyl-benzoimidazol-1-yl]-acetic acid tert-butyl ester). Reaction SMILES: [CH:1]1([C:7](Cl)=[O:8])[CH2:6][CH2:5][CH2:4][CH2:3][CH2:2]1.[C:10]([O:14][C:15](=[O:37])[CH2:16][N:17]1[C:21]2[CH:22]=[CH:23][C:24]([NH:26][CH2:27][C:28]3[CH:33]=[CH:32][CH:31]=[CH:30][CH:29]=3)=[CH:25][C:20]=2[N:19]=[C:18]1[CH2:34][CH2:35][CH3:36])([CH3:13])([CH3:12])[CH3:11].CCN(C(C)C)C(C)C>CN(C1C=CN=CC=1)C.C(Cl)Cl.Cl>[C:10]([O:14][C:15](=[O:37])[CH2:16][N:17]1[C:21]2[CH:22]=[CH:23][C:24]([N:26]([CH2:27][C:28]3[CH:29]=[CH:30][CH:31]=[CH:32][CH:33]=3)[C:7]([CH:1]3[CH2:6][CH2:5][CH2:4][CH2:3][CH2:2]3)=[O:8])=[CH:25][C:20]=2[N:19]=[C:18]1[CH2:34][CH2:35][CH3:36])([CH3:13])([CH3:12])[CH3:11]. Reported procedure: Cyclohexanecarbonyl chloride (48 μL, 0.36 mmol) was added to a solution of (5-benzylamino-2-propyl-benzoimidazol-1-yl)-acetic acid tert-butyl ester (45 mg, 0.12 mmol), DIEA (41 μL, 0.24 mmol) and DMAP (15 mg, 0.12 mmol) in CH2Cl2 (1 mL), and stirred overnight at room temperature. The reaction solution was diluted with aqueous HCl (1.0 M) and filtered through an Extrelut column. The Extrelut column was washed with CH2Cl2, and the filtrate was concentrated to afford the subtitle compound that was ... Product: C(C)(=O)SC1/C(/CN(CC1)C(C(=O)C1CC1)C1=C(C=CC=C1)F)=C/C1=NN(C=C1)CC(N)=O ((E)-4-(Acetylsulfanyl)-3-{[1-(carbamoylmethyl)-1H-pyrazol-3-yl]methylidene}-1-[2-cyclopropyl-1-(2-fluorophenyl)-2-oxoethyl]piperidine). Yield: 42.0%. Run in ClCCl (dichloromethane), C(C)N(CC)CC (triethylamine). RXN SMILES: Cl.[C:2]([S:5][CH:6]1[CH2:11][CH2:10][N:9]([CH:12]([C:18]2[CH:23]=[CH:22][CH:21]=[CH:20][C:19]=2[F:24])[C:13]([CH:15]2[CH2:17][CH2:16]2)=[O:14])[CH2:8]/[C:7]/1=[CH:25]\[C:26]1[CH:30]=[CH:29][N:28]([CH2:31][C:32]([OH:34])=O)[N:27]=1)(=[O:4])[CH3:3].ClC(OCC(C)C)=O.[NH3:43].C(=O)([O-])O.[Na+]>ClCCl.C(N(CC)CC)C>[C:2]([S:5][CH:6]1[CH2:11][CH2:10][N:9]([CH:12]([C:18]2[CH:23]=[CH:22][CH:21]=[CH:20][C:19]=2[F:24])[C:13]([CH:15]2[CH2:16][CH2:17]2)=[O:14])[CH2:8]/[C:7]/1=[CH:25]\[C:26]1[CH:30]=[CH:29][N:28]([CH2:31][C:32](=[O:34])[NH2:43])[N:27]=1)(=[O:4])[CH3:3] |f:0.1,4.5|. Procedure details: To a solution of (E)-4-(acetylsulfanyl)-3-{[1-(carboxymethyl)-1H-pyrazol-3-yl]methylidene}-1-[2-cyclopropyl-1-(2-fluorophenyl)-2-oxoethyl]piperidine hydrochloride (190 mg) in dichloromethane (15 ml) were added isobutyl chloroformate (0.06 ml) and triethylamine (0.18 ml) under ice-cooling, and the resulting mixture was stirred at the same temperature for 30 minutes. To this reaction mixture was added 28% aqueous ammonia solution (0.03 ml), and the resulting mixture was stirred at room temperature... Conditions: time 30 minute. Starting materials: Cl.C(C)(=O)SC1/C(/CN(CC1)C(C(=O)C1CC1)C1=C(C=CC=C1)F)=C/C1=NN(C=C1)CC(=O)O ((E)-4-(acetylsulfanyl)-3-{[1-(carboxymethyl)-1H-pyrazol-3-yl]methylidene}-1-[2-cyclopropyl-1-(2-fluorophenyl)-2-oxoethyl]piperidine hydrochloride), ClC(=O)OCC(C)C (isobutyl chloroformate), C(O)([O-])=O.[Na+] (sodium hydrogencarbonate), N (ammonia).